Dataset: the Open Reaction Database (ORD), a public repository of structured organic reaction records. Task: describe an organic reaction: reactants, conditions, products, and yield Reactants: BrB(Br)Br, ClCCl, COc1ccc(-c2cn(C(C)C)c3ncnc(N)c23)cc1. Yields the product CC(C)n1cc(-c2ccc(O)cc2)c2c(N)ncnc21. RXN SMILES: [B:1]([Br:2])([Br:3])[Br:4].[Cl:26][CH2:27][Cl:28].[NH2:5][c:6]1[c:7]2[c:8]([n:9][cH:10][n:11]1)[n:12]([CH:23]([CH3:24])[CH3:25])[cH:13][c:14]2-[c:15]1[cH:16][cH:17][c:18]([O:21][CH3:22])[cH:19][cH:20]1>>[NH2:5][c:6]1[c:7]2[c:8]([n:9][cH:10][n:11]1)[n:12]([CH:23]([CH3:24])[CH3:25])[cH:13][c:14]2-[c:15]1[cH:16][cH:17][c:18]([OH:21])[cH:19][cH:20]1. Reactants: COC(=O)c1cc(Cl)cc2c1NC(c1cccc(NC(C)(C)C(=O)O)c1)C(C)(C)C2, CO, Cl, [Li+], C1CCOC1, [OH-], O, O. Yields the product CC(C)(Nc1cccc(C2Nc3c(cc(Cl)cc3C(=O)O)CC2(C)C)c1)C(=O)O. Reaction SMILES: [CH3:1][O:2][C:3](=[O:4])[c:5]1[cH:6][c:7]([Cl:30])[cH:8][c:9]2[c:14]1[NH:13][CH:12]([c:15]1[cH:16][c:17]([NH:21][C:22]([CH3:23])([CH3:24])[C:25](=[O:26])[OH:27])[cH:18][cH:19][cH:20]1)[C:11]([CH3:28])([CH3:29])[CH2:10]2.[CH3:36][OH:37].[ClH:35].[Li+:33].[O:38]1[CH2:39][CH2:40][CH2:41][CH2:42]1.[OH-:32].[OH2:31].[OH2:34]>>[O:2]=[C:3]([OH:4])[c:5]1[cH:6][c:7]([Cl:30])[cH:8][c:9]2[c:14]1[NH:13][CH:12]([c:15]1[cH:16][c:17]([NH:21][C:22]([CH3:23])([CH3:24])[C:25](=[O:26])[OH:27])[cH:18][cH:19][cH:20]1)[C:11]([CH3:28])([CH3:29])[CH2:10]2.